Dataset: the Open Reaction Database (ORD), a public repository of structured organic reaction records. Task: describe an organic reaction: reactants, conditions, products, and yield The reactants are [Al+3], CCOC(=O)C(C)(C)N1CCN(C(=O)OCc2ccccc2)CC1, [H-], [H-], [H-], [H-], [Li+], C1CCOC1, O. Yields the product CC(C)(CO)N1CCN(C(=O)OCc2ccccc2)CC1. As a reaction SMILES: [Al+3:26].[CH2:1]([c:2]1[cH:3][cH:4][cH:5][cH:6][cH:7]1)[O:8][C:9](=[O:10])[N:11]1[CH2:12][CH2:13][N:14]([C:17]([CH3:18])([CH3:19])[C:20](=[O:21])[O:22][CH2:23][CH3:24])[CH2:15][CH2:16]1.[H-:25].[H-:28].[H-:29].[H-:30].[Li+:27].[O:32]1[CH2:33][CH2:34][CH2:35][CH2:36]1.[OH2:31]>>[CH2:1]([c:2]1[cH:3][cH:4][cH:5][cH:6][cH:7]1)[O:8][C:9](=[O:10])[N:11]1[CH2:12][CH2:13][N:14]([C:17]([CH3:18])([CH3:19])[CH2:20][OH:21])[CH2:15][CH2:16]1. The reactants are C(#N)C1=CC=CCC1 (1-cyano-cyclohexa-1,3-diene), C1(C=CC(N1)=O)=O (maleimide), C(C)(C)(C)C=1C=C(C(O)=CC1)O (4-(tert-butyl)-pyrocatechol). Solvent: CN(C=O)C (dimethylformamide). Product: C(#N)C12C3C(NC(C3C(C=C1)CC2)=O)=O (1-Cyano-4-azatricyclo[5.2.2.02,6 ]undec-8-ene-3,5-dione). Reaction SMILES: [C:1]([C:3]1[CH2:8][CH2:7][CH:6]=[CH:5][CH:4]=1)#[N:2].[C:9]1(=[O:15])[NH:13][C:12](=[O:14])[CH:11]=[CH:10]1.C(C1C=C(O)C(=CC=1)O)(C)(C)C>CN(C)C=O>[C:1]([C:3]12[CH2:8][CH2:7][CH:6]([CH:5]=[CH:4]1)[CH:11]1[CH:10]2[C:9](=[O:15])[NH:13][C:12]1=[O:14])#[N:2]. Reported procedure: 59 g (0.56 mol) of 1-cyano-cyclohexa-1,3-diene are heated at 150° C. with 54 g (0.56 mol) of maleimide and 5 g of 4-(tert-butyl)-pyrocatechol in 1000 ml of dimethylformamide for 8 hours. The mixture is concentrated the residue is stirred with water and toluene and the product which has crystallized is filtered off with suction, washed with isopropanol and dried in air. Reactants: CC#N, CCN(C(C)C)C(C)C, COc1cc(Cl)c(N)cc1OCc1c(OC)ccc(F)c1F, O=[N+]([O-])c1ccc(Cl)nc1Cl, Cl. The product is COc1cc(Cl)c(Nc2nc(Cl)ccc2[N+](=O)[O-])cc1OCc1c(OC)ccc(F)c1F. Reaction SMILES: [CH3:44][C:45]#[N:46].[CH:34]([N:35]([CH2:36][CH3:37])[CH:38]([CH3:39])[CH3:40])([CH3:41])[CH3:42].[Cl:12][c:13]1[c:14]([NH2:15])[cH:16][c:17]([O:22][CH2:23][c:24]2[c:25]([F:33])[c:26]([F:32])[cH:27][cH:28][c:29]2[O:30][CH3:31])[c:18]([O:20][CH3:21])[cH:19]1.[Cl:1][c:2]1[n:3][c:4]([Cl:11])[cH:5][cH:6][c:7]1[N+:8](=[O:9])[O-:10].[ClH:43]>>[c:2]1([NH:15][c:14]2[c:13]([Cl:12])[cH:19][c:18]([O:20][CH3:21])[c:17]([O:22][CH2:23][c:24]3[c:25]([F:33])[c:26]([F:32])[cH:27][cH:28][c:29]3[O:30][CH3:31])[cH:16]2)[n:3][c:4]([Cl:11])[cH:5][cH:6][c:7]1[N+:8](=[O:9])[O-:10]. The reactants are O=C([O-])[O-], CN(C)CCCl, CC(C)=O, Cl, [I-], [K+], [K+], [Na+], [Na+], [OH-], Cc1ccc(C(=O)O)cc1-n1ccc2ccc(O)cc2c1=O. Product: Cc1ccc(C(=O)O)cc1-n1ccc2ccc(OCCN(C)C)cc2c1=O. Reaction SMILES: [C:30](=[O:31])([O-:32])[O-:33].[CH3:24][N:25]([CH2:26][CH2:27][Cl:28])[CH3:29].[CH3:40][C:41](=[O:42])[CH3:43].[ClH:23].[I-:37].[K+:34].[K+:35].[Na+:36].[Na+:39].[OH-:38].[OH:1][c:2]1[cH:3][cH:4][c:5]2[cH:6][cH:7][n:8](-[c:13]3[cH:14][c:15]([C:16](=[O:17])[OH:18])[cH:19][cH:20][c:21]3[CH3:22])[c:9](=[O:12])[c:10]2[cH:11]1>>[O:1]([c:2]1[cH:3][cH:4][c:5]2[cH:6][cH:7][n:8](-[c:13]3[cH:14][c:15]([C:16](=[O:17])[OH:18])[cH:19][cH:20][c:21]3[CH3:22])[c:9](=[O:12])[c:10]2[cH:11]1)[CH2:27][CH2:26][N:25]([CH3:24])[CH3:29].